Dataset: the Open Reaction Database (ORD), a public repository of structured organic reaction records. Task: describe an organic reaction: reactants, conditions, products, and yield RXN SMILES: [C:1](Cl)(=[O:3])[CH3:2].[NH2:5][C:6]1[N:10]([C:11]2[CH:16]=[CH:15][C:14]([CH3:17])=[CH:13][C:12]=2[Cl:18])[N:9]=[CH:8][C:7]=1[C:19]#[N:20].N1C=CC=CC=1>C(Cl)(Cl)Cl>[C:1]([NH:5][C:6]1[N:10]([C:11]2[CH:16]=[CH:15][C:14]([CH3:17])=[CH:13][C:12]=2[Cl:18])[N:9]=[CH:8][C:7]=1[C:19]#[N:20])(=[O:3])[CH3:2]. The product is C(C)(=O)NC1=C(C=NN1C1=C(C=C(C=C1)C)Cl)C#N (5-acetamido-1-(2-chloro-4-methylphenyl)-4-cyanopyrazole). The reactants are C(C)(=O)Cl (Acetyl chloride), NC1=C(C=NN1C1=C(C=C(C=C1)C)Cl)C#N (5-amino-1-(2-chloro-4-methylphenyl)-4-cyanopyrazole), N1=CC=CC=C1 (pyridine). Procedure details: Acetyl chloride (34 ml) was added to a stirred suspension of 5-amino-1-(2-chloro-4-methylphenyl)-4-cyanopyrazole (8.0 g) in chloroform (34 ml) at 0° C. A solution of pyridine (5.4 ml) in chloroform (34 ml) was then added to the suspension thus obtained over 10 minutes, with stirring at 0° C. to 2° C. maintained by external cooling. The reaction mixture was then stirred at laboratory temperature for 2.5 hours and the solution thus obtained was evaporated to dryness. The residue was dissolved in e... The solvent is C(Cl)(Cl)Cl (chloroform), C(Cl)(Cl)Cl (chloroform).